This data is from the Open Reaction Database (ORD), a public repository of structured organic reaction records. The task is: describe an organic reaction: reactants, conditions, products, and yield The reactants are N#CC1(NC(=O)C2CC(S(=O)(=O)c3ccccc3C(F)(F)F)CN2)CC1, O=COc1ccc([N+](=O)[O-])cc1, Cl. The product is N#CC1(NC(=O)C2CC(S(=O)(=O)c3ccccc3C(F)(F)F)CN2C=O)CC1. As a reaction SMILES: [C:2](#[N:3])[C:4]1([NH:7][C:8](=[O:9])[CH:10]2[NH:11][CH2:12][CH:13]([S:15](=[O:16])(=[O:17])[c:18]3[c:19]([C:24]([F:25])([F:26])[F:27])[cH:20][cH:21][cH:22][cH:23]3)[CH2:14]2)[CH2:5][CH2:6]1.[CH:28](=[O:29])[O:30][c:31]1[cH:32][cH:33][c:34]([N+:35]([O-:36])=[O:37])[cH:38][cH:39]1.[ClH:1]>>[C:2](#[N:3])[C:4]1([NH:7][C:8](=[O:9])[CH:10]2[N:11]([CH:28]=[O:29])[CH2:12][CH:13]([S:15](=[O:16])(=[O:17])[c:18]3[c:19]([C:24]([F:25])([F:26])[F:27])[cH:20][cH:21][cH:22][cH:23]3)[CH2:14]2)[CH2:5][CH2:6]1. Starting materials: C(CCC)[SnH](CCCC)CCCC (tributyl tin hydride), CCOCC (ether), C1(CC1)OC1=C(C=C(C=C1)OC(F)(F)F)I (2-cyclopropoxy-5-(trifluoromethoxy)iodobenzene), [C]=O (carbon monoxide). The reagents and catalysts are C=1C=CC(=CC1)[P](C=2C=CC=CC2)(C=3C=CC=CC3)[Pd]([P](C=4C=CC=CC4)(C=5C=CC=CC5)C=6C=CC=CC6)([P](C=7C=CC=CC7)(C=8C=CC=CC8)C=9C=CC=CC9)[P](C=1C=CC=CC1)(C=1C=CC=CC1)C=1C=CC=CC1 (Tetrakis(triphenylphosphine)palladium). The solvent is C1(=CC=CC=C1)C (toluene), [F-].[K+] (potassium fluoride), C1(=CC=CC=C1)C (toluene). Run at temperature 50 celsius, time 8 hour. The product is C1(CC1)OC1=C(C=O)C=C(C=C1)OC(F)(F)F (2-Cyclopropoxy-5-(trifluoromethoxy)benzaldehyde). As a reaction SMILES: [CH:1]1([O:4][C:5]2[CH:10]=[CH:9][C:8]([O:11][C:12]([F:15])([F:14])[F:13])=[CH:7][C:6]=2I)[CH2:3][CH2:2]1.C([SnH](CCCC)CCCC)CCC.[C]=O.C[CH2:33][O:34]CC>C1(C)C=CC=CC=1.[F-].[K+].C1C=CC([P]([Pd]([P](C2C=CC=CC=2)(C2C=CC=CC=2)C2C=CC=CC=2)([P](C2C=CC=CC=2)(C2C=CC=CC=2)C2C=CC=CC=2)[P](C2C=CC=CC=2)(C2C=CC=CC=2)C2C=CC=CC=2)(C2C=CC=CC=2)C2C=CC=CC=2)=CC=1>[CH:1]1([O:4][C:5]2[CH:10]=[CH:9][C:8]([O:11][C:12]([F:15])([F:14])[F:13])=[CH:7][C:6]=2[CH:33]=[O:34])[CH2:3][CH2:2]1 |f:5.6,^3:29,^1:49,51,70,89|. Procedure details: A solution of 2-cyclopropoxy-5-(trifluoromethoxy)iodobenzene (Description 8, 0.344 g, 1 mmol) in toluene (2.5 mL) was degassed with bubbling nitrogen for 10 min. Tetrakis(triphenylphosphine)palladium (0) (15 mg) was added, the mixture was degassed with bubbling nitrogen for a further 5 min., then carbon monoxide was bubbled through the mixture for 10 min. The mixture was warmed to 50° C. and a solution of tributyl tin hydride (0.3 mL, 1.1 mmol) in toluene (5 mL) was added at a rate of 2 mL/h. vi... Reported procedure: Following the procedure described for Example 2A, the title compound was prepared using 500 mg (2.81 mmol) 6-fluoro-3-methyl-1H-indazole-5-carbaldehyde (Example 3A) and 504 mg (3.09 mmol) 3-(4-fluorophenyl)-3-oxopropanenitrile to yield 768 mg (69% of th.) of the crude product (81% purity) which was used in the next step without further purification. Reaction SMILES: [F:1][C:2]1[CH:10]=[C:9]2[C:5]([C:6]([CH3:11])=[N:7][NH:8]2)=[CH:4][C:3]=1[CH:12]=O.[F:14][C:15]1[CH:20]=[CH:19][C:18]([C:21](=[O:25])[CH2:22][C:23]#[N:24])=[CH:17][CH:16]=1>>[F:1][C:2]1[CH:10]=[C:9]2[C:5]([C:6]([CH3:11])=[N:7][NH:8]2)=[CH:4][C:3]=1/[CH:12]=[C:22](/[C:21]([C:18]1[CH:17]=[CH:16][C:15]([F:14])=[CH:20][CH:19]=1)=[O:25])\[C:23]#[N:24]. Isolated yield 81.0%. Starting materials: FC1=C(C=C2C(=NNC2=C1)C)C=O (6-Fluoro-3-methyl-1H-indazole-5-carbaldehyde), FC1=CC=C(C=C1)C(CC#N)=O (3-(4-fluorophenyl)-3-oxopropanenitrile). Product: FC1=C(C=C2C(=NNC2=C1)C)/C=C(\C#N)/C(=O)C1=CC=C(C=C1)F ((2E)-3-(6-Fluoro-3-methyl-1H-indazol-5-yl)-2-[(4-fluorophenyl)carbonyl]prop-2-enenitrile), crude product. Starting materials: ClCCl, O=S(Cl)Cl, O=C(O)CCC1CCN(C(=O)OCc2ccccc2)CC1. The product is O=C(Cl)CCC1CCN(C(=O)OCc2ccccc2)CC1. As a reaction SMILES: [Cl:26][CH2:27][Cl:28].[S:22]([Cl:23])([Cl:24])=[O:25].[c:1]1([CH2:7][O:8][C:9](=[O:10])[N:11]2[CH2:12][CH2:13][CH:14]([CH2:17][CH2:18][C:19](=[O:20])[OH:21])[CH2:15][CH2:16]2)[cH:2][cH:3][cH:4][cH:5][cH:6]1>>[c:1]1([CH2:7][O:8][C:9](=[O:10])[N:11]2[CH2:12][CH2:13][CH:14]([CH2:17][CH2:18][C:19](=[O:21])[Cl:24])[CH2:15][CH2:16]2)[cH:2][cH:3][cH:4][cH:5][cH:6]1. The reactants are O1CCOCC1 (1,4-dioxane), ClC1=CC(=NC(=N1)NC1=CC=C(C=C1)C#N)OC1=C(C=C(C#N)C=C1C)C (4-[[6-chloro-2-[(4-cyanophenyl)amino]-4-pyrimidinyl]oxy]-3,5-dimethyl-benzonitrile), N (ammonia), O (water). Run in C1(=CC=CC=C1)C (toluene). Reaction conditions: temperature 120 celsius, time 1 hour. Product: NC1=CC(=NC(=N1)NC1=CC=C(C=C1)C#N)OC1=C(C=C(C#N)C=C1C)C (4-[[6-amino-2-[(4-cyanophenyl)amino]-4-pyrimidinyl]oxy]-3,5-dimethylbenzonitrile). Reaction SMILES: Cl[C:2]1[N:7]=[C:6]([NH:8][C:9]2[CH:14]=[CH:13][C:12]([C:15]#[N:16])=[CH:11][CH:10]=2)[N:5]=[C:4]([O:17][C:18]2[C:25]([CH3:26])=[CH:24][C:21]([C:22]#[N:23])=[CH:20][C:19]=2[CH3:27])[CH:3]=1.O1CCOCC1.O.[NH3:35]>C1(C)C=CC=CC=1>[NH2:35][C:2]1[N:7]=[C:6]([NH:8][C:9]2[CH:14]=[CH:13][C:12]([C:15]#[N:16])=[CH:11][CH:10]=2)[N:5]=[C:4]([O:17][C:18]2[C:25]([CH3:26])=[CH:24][C:21]([C:22]#[N:23])=[CH:20][C:19]=2[CH3:27])[CH:3]=1. Reported procedure: 4-[[6-chloro-2-[(4-cyanophenyl)amino]-4-pyrimidinyl]oxy]-3,5-dimethyl-benzonitrile (24 gm) was dissolved in aqueous ammonia (240 ml) and 1,4-dioxane (274 ml) at room temperature. The contents were heated to 120° C. and maintained for 12 hours at 120° C. To the reaction mass was added water (360 ml) and the reaction mass was slowly cooled to 50 to 60° C. The reaction mass was further cooled to 0 to 5° C. and stirred for 1 hour at 0 to 5° C., filtered. The wet solid obtained was dissolved in tolue...